This data is from the Open Reaction Database (ORD), a public repository of structured organic reaction records. The task is: describe an organic reaction: reactants, conditions, products, and yield Starting materials: C(C)(C)(C)ON(C(=O)C=NNC(=O)OC(C)(C)C)CC1=CC=C(C=C1)CN1CC(C2=C(CC1)C=CC=C2)CC(=O)OC (Methyl 2-[3-({4-[((tert-butoxy)-N-{[(tert-butoxy)carbonylamino]iminomethyl}carbonylamino)methyl]phenyl}methyl)-1H,2H,4H,5H-benzo[d]azepinyl]acetate), [OH-].[Na+] (NaOH), Cl (HCl). Run in CO (methanol). Reaction conditions: time 18 hour. The product is C(C)(C)(C)OC(=O)NN=CC(=O)NCC1=CC=C(C=C1)CN1CC(C2=C(CC1)C=CC=C2)CC(=O)O (2-[3-({4-[((tert-butoxy)-N-{[carbonylamino]iminomethyl}carbonylamino) methyl]phenyl}methyl)-1H,2H,4H,5H-benzo[d]azepinyl]acetic acid). Reaction SMILES: C(O[N:6]([CH2:19][C:20]1[CH:25]=[CH:24][C:23]([CH2:26][N:27]2[CH2:33][CH2:32][C:31]3[CH:34]=[CH:35][CH:36]=[CH:37][C:30]=3[CH:29]([CH2:38][C:39]([O:41]C)=[O:40])[CH2:28]2)=[CH:22][CH:21]=1)[C:7]([CH:9]=[N:10][NH:11][C:12]([O:14][C:15]([CH3:18])([CH3:17])[CH3:16])=[O:13])=[O:8])(C)(C)C.[OH-].[Na+].Cl>CO>[C:15]([O:14][C:12]([NH:11][N:10]=[CH:9][C:7]([NH:6][CH2:19][C:20]1[CH:25]=[CH:24][C:23]([CH2:26][N:27]2[CH2:33][CH2:32][C:31]3[CH:34]=[CH:35][CH:36]=[CH:37][C:30]=3[CH:29]([CH2:38][C:39]([OH:41])=[O:40])[CH2:28]2)=[CH:22][CH:21]=1)=[O:8])=[O:13])([CH3:18])([CH3:16])[CH3:17] |f:1.2|. Procedure: To a stirring solution Methyl 2-[3-({4-[((tert-butoxy)-N-{[(tert-butoxy)carbonylamino]iminomethyl}carbonylamino)methyl]phenyl}methyl)-1H,2H,4H,5H-benzo[d]azepinyl]acetate in methanol (0.1 M) was added 1N NaOH (3 eq). After 18 hrs, the reaction was neutralized with 10% HCl, concentrated by rotary evaporation and purified by recrystalization from 2% MeOH/CH2Cl2. EI-MS m/z 466. Starting materials: Sc1ncccc1Br, CCOC(=O)C(C)(C)Br, Cl, [Na+], [Na+], O=C([O-])[O-], CN(C)C=O. RXN SMILES: [Br:1][c:2]1[c:3]([SH:8])[n:4][cH:5][cH:6][cH:7]1.[CH2:9]([CH3:10])[O:11][C:12]([C:13]([CH3:14])([CH3:15])[Br:16])=[O:17].[ClH:24].[Na+:18].[Na+:19].[O-:20][C:21](=[O:22])[O-:23].[O:25]=[CH:26][N:27]([CH3:28])[CH3:29]>>[Br:1][c:2]1[c:3]([S:8][C:13]([C:12]([O:11][CH2:9][CH3:10])=[O:17])([CH3:14])[CH3:15])[n:4][cH:5][cH:6][cH:7]1. Yields the product CCOC(=O)C(C)(C)Sc1ncccc1Br. The reactants are COC=1C=C(C=CC1)N1C(N(C(C2=CC(=C(C=C12)N1CCN(CC1)C)F)=O)OCC1=CC=CC=C1)=O (1-(3-methoxyphenyl)-6-fluoro-3-benzyloxy-7-(4-methylpiperazin-1-yl)-1H-quinazoline-2,4-dione). Reagents/catalysts: [Pd] (Pd/C). Yields the product COC=1C=C(C=CC1)N1C(N(C(C2=CC(=C(C=C12)N1CCN(CC1)C)F)=O)O)=O (1-(3-Methoxyphenyl)-6-fluoro-3-hydroxy-7-(4-methylpiperazin-1-yl)-1H-quinazoline-2,4-dione). Isolated yield 83.2%. Reaction SMILES: [CH3:1][O:2][C:3]1[CH:4]=[C:5]([N:9]2[C:18]3[C:13](=[CH:14][C:15]([F:26])=[C:16]([N:19]4[CH2:24][CH2:23][N:22]([CH3:25])[CH2:21][CH2:20]4)[CH:17]=3)[C:12](=[O:27])[N:11]([O:28]CC3C=CC=CC=3)[C:10]2=[O:36])[CH:6]=[CH:7][CH:8]=1>[Pd]>[CH3:1][O:2][C:3]1[CH:4]=[C:5]([N:9]2[C:18]3[C:13](=[CH:14][C:15]([F:26])=[C:16]([N:19]4[CH2:20][CH2:21][N:22]([CH3:25])[CH2:23][CH2:24]4)[CH:17]=3)[C:12](=[O:27])[N:11]([OH:28])[C:10]2=[O:36])[CH:6]=[CH:7][CH:8]=1. Procedure: Using the General Method 6A, the reaction of 10% Pd/C (0.04 g) with 1-(3-methoxyphenyl)-6-fluoro-3-benzyloxy-7-(4-methylpiperazin-1-yl)-1H-quinazoline-2,4-dione (Example U-1, 0.12 g, 0.24 mmol) afforded 0.08 g of the title compound as a solid, mp 158-160° C. Reactants: C[C@@]1(C([C@@H](CC1)CC=CC)(C)C)O ((1R,S) 1,2,2-trimethyl-3-(2-butenyl)-cyclopentanol), C(C)(=O)Cl (acetyl chloride). Product: C[C@@]1(C([C@@H](CC1)CC=CC)(C)C)OC(C)=O ((1R,S) 1,2,2-trimethyl-1-acetyloxy-3-(2-butenyl)-cyclopentane). As a reaction SMILES: [CH3:1][C@@:2]1([OH:13])[CH2:6][CH2:5][C@@H:4]([CH2:7][CH:8]=[CH:9][CH3:10])[C:3]1([CH3:12])[CH3:11].[C:14](Cl)(=[O:16])[CH3:15]>>[CH3:1][C@@:2]1([O:13][C:14](=[O:16])[CH3:15])[CH2:6][CH2:5][C@@H:4]([CH2:7][CH:8]=[CH:9][CH3:10])[C:3]1([CH3:12])[CH3:11]. Procedure: Using the procedure of Example 15, 2 g of (1R,S) 1,2,2-trimethyl-3-(2-butenyl)-cyclopentanol and 15 ml of acetyl chloride were reacted to obtain 1.8 g of (1R,S) 1,2,2-trimethyl-1-acetyloxy-3-(2-butenyl)-cyclopentane. The reactants are C(#N)C1=C(C=C(C=C1)C1=NN(C=C1)CCNC(OC(C)(C)C)=O)[N+](=O)[O-] (tert-butyl 2-(3-(4-cyano-3-nitrophenyl)-1H-pyrazol-1-yl)-ethylcarbamate). The solvent is C(Cl)Cl (DCM). Yields the product NCCN1N=C(C=C1)C1=CC(=C(C#N)C=C1)[N+](=O)[O-] (4-(1-(2-Aminoethyl)-1H-pyrazol-3-yl)-2-nitrobenzonitrile). The yield is 105.7%. As a reaction SMILES: [C:1]([C:3]1[CH:8]=[CH:7][C:6]([C:9]2[CH:13]=[CH:12][N:11]([CH2:14][CH2:15][NH:16]C(=O)OC(C)(C)C)[N:10]=2)=[CH:5][C:4]=1[N+:24]([O-:26])=[O:25])#[N:2]>C(Cl)Cl>[NH2:16][CH2:15][CH2:14][N:11]1[CH:12]=[CH:13][C:9]([C:6]2[CH:7]=[CH:8][C:3]([C:1]#[N:2])=[C:4]([N+:24]([O-:26])=[O:25])[CH:5]=2)=[N:10]1. Reported procedure: To a solution of tert-butyl 2-(3-(4-cyano-3-nitrophenyl)-1H-pyrazol-1-yl)-ethylcarbamate (0.92 g) in DCM (3 ml) 17% HCl-ethanol solution (10 ml) was added and the mixture was stirred at RT until disappearance of the starting material. The precipitate was filtrated, washed with diethylether and dried to give 0.70 g of the product as HCl-salt. 1H-NMR (400 MHz; d6-DMSO): δ 3.31 (m, 2H), 4.50 (t, 7.12 (d, 1H), 7.99 (d, 1H), 8.19 (d, 1H), 8.27-8.35 (m, 3H), 8.37 (dd, 1H), 8.73 (d, 1H). Starting materials: O (water), ClC=1N=CC(=NC1)C=1N=C(SC1C(=O)OCC)N1C[C@H]([C@H](CC1)NC(=O)C=1NC(=C(C1Cl)Cl)C)OC (ethyl 4-(5-chloropyrazin-2-yl)-2-[(3R,4S)-4-{[(3,4-dichloro-5-methyl-1H-pyrrol-2-yl)carbonyl]amino}-3-methoxypiperidin-1-yl]-1,3-thiazole-5-carboxylate), CN1CCNCC1 (1-methylpiperazine), C(C)(C)N(C(C)C)CC (N,N-diisopropylethylamine). Run in CN1C(CCC1)=O (N-methyl 2-pyrrolidinone). Reaction conditions: temperature 85 celsius. The product is ClC1=C(NC(=C1Cl)C)C(=O)N[C@@H]1[C@@H](CN(CC1)C=1SC(=C(N1)C1=NC=C(N=C1)N1CCN(CC1)C)C(=O)OCC)OC (ethyl 2-[(3R,4S)-4-{[(3,4-dichloro-5-methyl-1H-pyrrol-2-yl)carbonyl]amino}-3-methoxypiperidin-1-yl]-4-[5-(4-methylpiperazin-1-yl)pyrazin-2-yl]-1,3-thiazole-5-carboxylate). The yield is 82.8%. Reaction SMILES: Cl[C:2]1[N:3]=[CH:4][C:5]([C:8]2[N:9]=[C:10]([N:18]3[CH2:23][CH2:22][C@H:21]([NH:24][C:25]([C:27]4[NH:28][C:29]([CH3:34])=[C:30]([Cl:33])[C:31]=4[Cl:32])=[O:26])[C@H:20]([O:35][CH3:36])[CH2:19]3)[S:11][C:12]=2[C:13]([O:15][CH2:16][CH3:17])=[O:14])=[N:6][CH:7]=1.[CH3:37][N:38]1[CH2:43][CH2:42][NH:41][CH2:40][CH2:39]1.C(N(CC)C(C)C)(C)C.O>CN1CCCC1=O>[Cl:32][C:31]1[C:30]([Cl:33])=[C:29]([CH3:34])[NH:28][C:27]=1[C:25]([NH:24][C@H:21]1[CH2:22][CH2:23][N:18]([C:10]2[S:11][C:12]([C:13]([O:15][CH2:16][CH3:17])=[O:14])=[C:8]([C:5]3[CH:4]=[N:3][C:2]([N:41]4[CH2:42][CH2:43][N:38]([CH3:37])[CH2:39][CH2:40]4)=[CH:7][N:6]=3)[N:9]=2)[CH2:19][C@H:20]1[O:35][CH3:36])=[O:26]. Procedure details: Ethyl 4-(5-chloropyrazin-2-yl)-2-[(3R,4S)-4-{[(3,4-dichloro-5-methyl-1H-pyrrol-2-yl)carbonyl]amino}-3-methoxypiperidin-1-yl]-1,3-thiazole-5-carboxylate (Example 59, 100 mg, 0.1748 mM) was added to a solution of 1-methylpiperazine (87.93 mg, 0.874 mM) and N,N-diisopropylethylamine (67.12 mg, 0.5244 mM) in N-methyl 2-pyrrolidinone (1.5 mL) and the resulting reaction mixture was stirred for over night at 80-90° C. After completion of the reaction, the reaction mixture was poured into water (40 mL),...